describe an organic reaction: reactants, conditions, products, and yield From a dataset of the Open Reaction Database (ORD), a public repository of structured organic reaction records. The reactants are C1(=CC=CC=C1)S (Thiophenol), [OH-].[Na+] (NaOH), ClC1=NC(=NC(=N1)N1CCOCC1)N1C(=NC2=C1C=CC=C2)C(F)F (1-[4-Chloro-6-(4-morpholinyl)-1,3,5-triazin-2-yl]-2-(difluoromethyl)-1H-benzimidazole), COCCOCCN(CCOCCOC)CCOCCOC (tris[2-(2-methoxyethoxy)ethyl]amine). The solvent is O (water), O (water), O1CCOCC1 (dioxane). Yields the product FC(C1=NC2=C(N1C1=NC(=NC(=N1)N1CCOCC1)SC1=CC=CC=C1)C=CC=C2)F (2-(difluoromethyl)-1-[4-(4-morpholinyl)-6-(phenylsulfanyl)-1,3,5-triazin-2-yl]-1H-benzimidazole). Yield: 75.8%. As a reaction SMILES: [C:1]1([SH:7])[CH:6]=[CH:5][CH:4]=[CH:3][CH:2]=1.[OH-].[Na+].Cl[C:11]1[N:16]=[C:15]([N:17]2[CH2:22][CH2:21][O:20][CH2:19][CH2:18]2)[N:14]=[C:13]([N:23]2[C:27]3[CH:28]=[CH:29][CH:30]=[CH:31][C:26]=3[N:25]=[C:24]2[CH:32]([F:34])[F:33])[N:12]=1.COCCOCCN(CCOCCOC)CCOCCOC>O.O1CCOCC1>[F:34][CH:32]([F:33])[C:24]1[N:23]([C:13]2[N:14]=[C:15]([N:17]3[CH2:18][CH2:19][O:20][CH2:21][CH2:22]3)[N:16]=[C:11]([S:7][C:1]3[CH:6]=[CH:5][CH:4]=[CH:3][CH:2]=3)[N:12]=2)[C:27]2[CH:28]=[CH:29][CH:30]=[CH:31][C:26]=2[N:25]=1 |f:1.2|. Reported procedure: Thiophenol (230 mg, 2.1 mmol) and NaOH (85 mg, 2.1 mmol) were combined in water to give a clear solution, which was then evaporated to dryness. 1-[4-Chloro-6-(4-morpholinyl)-1,3,5-triazin-2-yl]-2-(difluoromethyl)-1H-benzimidazole (184 mg, 0.5 mmol) and tris[2-(2-methoxyethoxy)ethyl]amine (TDA-1; 16 mg, 0.05 mmol) were added and the mixture was heated under reflux in dioxane (10 mL) for 2 hr. After cooling, the mixture was diluted with water to give a solid, which was recrystallised from EtOH to ... The reactants are C(Cl)(Cl)Cl (chloroform), O (water), C(C1=CC=CC=C1)#N (benzonitrile), [OH-].[K+] (potassium hydroxide). The solvent is C(C)(C)(C)O (tert-butanol). The product is C(C1=CC=CC=C1)(=O)N (benzamide), mixture. The yield is 93.0%. Reaction SMILES: [C:1](#[N:8])[C:2]1[CH:7]=[CH:6][CH:5]=[CH:4][CH:3]=1.[OH-:9].[K+].C(Cl)(Cl)Cl.O>C(O)(C)(C)C>[C:1]([NH2:8])(=[O:9])[C:2]1[CH:7]=[CH:6][CH:5]=[CH:4][CH:3]=1 |f:1.2|. Procedure: A sample of 3-[(2-dimethylamino)methyl]-1-hydroxycyclohexyl]-benzonitrile (Procedure A, 1.66 g, 6.4 mmol) as a mixture of diastereomers was dissolved in tert-butanol (20 mL), powdered potassium hydroxide (1.8 g, 32.1 mmol) was added, and the reaction was brought to reflux for 1 h. After cooling the reaction, chloroform (50 mL) and water (50 mL) were added. The organic layer was separated, dried (K2CO3), filtered, and concentrated to afford 3-[(2-dimethylamino)methyl]-1-hydroxycyclohexyl]-benzami... The reactants are C=CCC(CCCC)C(=O)O, ClCCCl, CCN(C(C)C)C(C)C, Cl, Cl, COC(=O)CN, CN(C)C=O, On1nnc2ccccc21. Product: C=CCC(CCCC)C(=O)NCC(=O)OC. As a reaction SMILES: [CH2:10]([CH:11]=[CH2:12])[CH:13]([C:14](=[O:15])[OH:16])[CH2:17][CH2:18][CH2:19][CH3:20].[CH2:28]([Cl:29])[CH2:30][Cl:31].[CH:1]([N:2]([CH2:3][CH3:4])[CH:5]([CH3:6])[CH3:7])([CH3:8])[CH3:9].[ClH:21].[ClH:42].[NH2:22][CH2:23][C:24](=[O:25])[O:26][CH3:27].[O:43]=[CH:44][N:45]([CH3:46])[CH3:47].[OH:32][n:33]1[c:34]2[c:35]([cH:36][cH:37][cH:38][cH:39]2)[n:40][n:41]1>>[CH2:10]([CH:11]=[CH2:12])[CH:13]([C:14](=[O:16])[NH:22][CH2:23][C:24](=[O:25])[O:26][CH3:27])[CH2:17][CH2:18][CH2:19][CH3:20]. The reactants are COB(OC)OC (trimethylborate), Cl (Hydrochloric acid), C(CCC)[Li] (butyl lithium), BrC1=C(C=CC(=C1)Cl)OCC1=CC=CC=C1 (Benzyl 2-bromo-4-chlorophenyl ether), C(CCC)[Li] (butyl lithium). Solvent: C(C)OCC (diethylether). Run at time 0.75 hour. Yields the product C(C1=CC=CC=C1)OC1=C(C=C(C=C1)Cl)B(O)O ([2-(Benzyloxy)-5-chlorophenyl]boronic acid). Reaction SMILES: C([Li])CCC.Br[C:7]1[CH:12]=[C:11]([Cl:13])[CH:10]=[CH:9][C:8]=1[O:14][CH2:15][C:16]1[CH:21]=[CH:20][CH:19]=[CH:18][CH:17]=1.C[O:23][B:24](OC)[O:25]C.Cl>C(OCC)C>[CH2:15]([O:14][C:8]1[CH:9]=[CH:10][C:11]([Cl:13])=[CH:12][C:7]=1[B:24]([OH:25])[OH:23])[C:16]1[CH:21]=[CH:20][CH:19]=[CH:18][CH:17]=1. Reported procedure: A solution of butyl lithium (1.6M in hexane) (50 ml) was added dropwise to a stirred solution of the product from step (i) (23 g) in diethylether (300 ml) at −70° C. After 1 h a further 18 ml of butyl lithium was added, left for 0.75 h, then trimethylborate (10 ml) added and the mixture warmed to RT and left for 16 h. 2M Hydrochloric acid (100 ml) was added, stirred for 1 h then the organic layer separated and extracted with aqueous sodium hydroxide solution. The basic layer was acidified with 2... The reactants are N1CC(C1)CC=1N(C2=NC(=NC(=C2N1)N1CCOCC1)N1C(=NC2=C1C=CC=C2)C)C (4-(8-(azetidin-3-ylmethyl)-9-methyl-2-(2-methyl-1H-benzo[d]imidazol-1-yl)-9H-purin-6-yl)morpholine), CS(=O)(=O)C=C (methylvinylsulfone). The product is CN1C2=NC(=NC(=C2N=C1CC1CN(C1)CCS(=O)(=O)C)N1CCOCC1)N1C(=NC2=C1C=CC=C2)C (4-(9-methyl-2-(2-methyl-1H-benzo[d]imidazol-1-yl)-8-((1-(2-(methylsulfonyl)ethyl)azetidin-3-yl)methyl)-9H-purin-6-yl)morpholine). RXN SMILES: [NH:1]1[CH2:4][CH:3]([CH2:5][C:6]2[N:7]([CH3:31])[C:8]3[C:13]([N:14]=2)=[C:12]([N:15]2[CH2:20][CH2:19][O:18][CH2:17][CH2:16]2)[N:11]=[C:10]([N:21]2[C:25]4[CH:26]=[CH:27][CH:28]=[CH:29][C:24]=4[N:23]=[C:22]2[CH3:30])[N:9]=3)[CH2:2]1.[CH3:32][S:33]([CH:36]=[CH2:37])(=[O:35])=[O:34]>>[CH3:31][N:7]1[C:6]([CH2:5][CH:3]2[CH2:2][N:1]([CH2:37][CH2:36][S:33]([CH3:32])(=[O:35])=[O:34])[CH2:4]2)=[N:14][C:13]2[C:8]1=[N:9][C:10]([N:21]1[C:25]3[CH:26]=[CH:27][CH:28]=[CH:29][C:24]=3[N:23]=[C:22]1[CH3:30])=[N:11][C:12]=2[N:15]1[CH2:20][CH2:19][O:18][CH2:17][CH2:16]1. Procedure details: Following General Procedure C, 4-(8-(azetidin-3-ylmethyl)-9-methyl-2-(2-methyl-1H-benzo[d]imidazol-1-yl)-9H-purin-6-yl)morpholine and methylvinylsulfone were reacted to give 543. LCMS m/z: 525.3 (MH+) Reactants: [Br-].CC=1C=[N+](C2=CC=CC=C2C1)CC(=O)C1=CC=CC=C1 (3-Methyl-1-phenacyl-quinolinium bromide), BrCC(=O)C1=CC=CC=C1 (2-bromo-1-phenyl-ethanone), CC=1C=NC2=CC=CC=C2C1 (3-methyl-quinoline). The solvent is C(C)#N (acetonitrile). Product: C(C1=CC=CC=C1)(=O)C1=CC(=C2N1C1=CC=CC=C1C=C2C)C#N (1-Benzoyl-3-cyano-4-methyl-pyrrolo[1,2-a]quinoline). Reaction SMILES: [Br-].[CH3:2][C:3]1[CH:4]=[N+:5]([CH2:13][C:14]([C:16]2[CH:21]=[CH:20][CH:19]=[CH:18][CH:17]=2)=[O:15])[C:6]2[C:11]([CH:12]=1)=[CH:10][CH:9]=[CH:8][CH:7]=2.BrCC(C1C=CC=CC=1)=O.[CH3:32][C:33]1[CH:34]=[N:35]C2C(C=1)=CC=CC=2>C(#N)C>[C:14]([C:13]1[N:5]2[C:6]3[C:11]([CH:12]=[C:3]([CH3:2])[C:4]2=[C:33]([C:34]#[N:35])[CH:32]=1)=[CH:10][CH:9]=[CH:8][CH:7]=3)(=[O:15])[C:16]1[CH:21]=[CH:20][CH:19]=[CH:18][CH:17]=1 |f:0.1|. Reported procedure: 3-Methyl-1-phenacyl-quinolinium bromide: The title compound was prepared from 2-bromo-1-phenyl-ethanone (481 mg, 2.405 mmol), 3-methyl-quinoline (296 mg, 2.08 mmol) and acetonitrile (5 mL), similar to Example 1a, and yielded 640 mg (89%) as an off white solid: 1H NMR (CDCl3) 0.38 (d, J=1.8 Hz, 1H), 8.74 (s, 1H), 8.31 (m, 1H), 8.28 (m, 1H), 8.17 (dd, J=1.5, 8.4 Hz, 1H), 8.01 (m, 1H), 7.94–7.87 (m, 2H), 7.71 (m, 1H), 7.57 (t, J=7.8 Hz, 2H), 7.49 (s, 2H), 2.81 (s, 3H). Reactants: COC(CC=1C=C(C(=CC1)OC)C1=C(C=C(C=C1)C(F)(F)F)CNCC)=O ((2′-ethylaminomethyl-6-methoxy-4′-trifluoromethyl-biphenyl-3-yl)-acetic acid methyl ester), ClC1=CC=C(OCC(=O)Cl)C=C1 (4-chlorophenoxyacetyl chloride). Product: COC(CC=1C=C(C(=CC1)OC)C1=C(C=C(C=C1)C(F)(F)F)CN(CC)C(COC1=CC=C(C=C1)Cl)=O)=O ([2′-({[2-(4-Chloro-phenoxy)-acetyl]-ethyl-amino}-methyl)-6-methoxy-4′-trifluoromethyl-biphenyl-3-yl]-acetic acid methyl ester). Reaction SMILES: [CH3:1][O:2][C:3](=[O:27])[CH2:4][C:5]1[CH:6]=[C:7]([C:13]2[CH:18]=[CH:17][C:16]([C:19]([F:22])([F:21])[F:20])=[CH:15][C:14]=2[CH2:23][NH:24][CH2:25][CH3:26])[C:8]([O:11][CH3:12])=[CH:9][CH:10]=1.[Cl:28][C:29]1[CH:39]=[CH:38][C:32]([O:33][CH2:34][C:35](Cl)=[O:36])=[CH:31][CH:30]=1>>[CH3:1][O:2][C:3](=[O:27])[CH2:4][C:5]1[CH:6]=[C:7]([C:13]2[CH:18]=[CH:17][C:16]([C:19]([F:21])([F:20])[F:22])=[CH:15][C:14]=2[CH2:23][N:24]([C:35](=[O:36])[CH2:34][O:33][C:32]2[CH:38]=[CH:39][C:29]([Cl:28])=[CH:30][CH:31]=2)[CH2:25][CH3:26])[C:8]([O:11][CH3:12])=[CH:9][CH:10]=1. Procedure details: Prepared according to the procedure described in Example 1, Step 6, using the following starting materials: (2′-ethylaminomethyl-6-methoxy-4′-trifluoromethyl-biphenyl-3-yl)-acetic acid methyl ester and 4-chlorophenoxyacetyl chloride. The reactants are C(C)(C)(C)OC(=O)N1CCC(CC1)N1N=CC(=C1)C=1C=NC(=C(C1)C=1N=CC2=C(C=CC(=C2C1)Br)F)N (4-{4-[6-amino-5-(5-bromo-8-fluoroisoquinolin-3-yl)-pyridin-3-yl]-pyrazol-1-yl}-piperidine-1-carboxylic acid tert-butyl ester), Cl (HCl), CCOCC (Et2O). Run in C(Cl)Cl (DCM). Reaction conditions: time 1 hour. Product: Cl.Cl.Cl.BrC1=C2C=C(N=CC2=C(C=C1)F)C=1C(=NC=C(C1)C=1C=NN(C1)C1CCNCC1)N (3-(5-Bromo-8-fluoroisoquinolin-3-yl)-5-(1-piperidin-4-yl-1H-pyrazol-4-yl)-pyridin-2-ylamine trihydrochloride). As a reaction SMILES: C(OC([N:8]1[CH2:13][CH2:12][CH:11]([N:14]2[CH:18]=[C:17]([C:19]3[CH:20]=[N:21][C:22]([NH2:37])=[C:23]([C:25]4[N:26]=[CH:27][C:28]5[C:33]([CH:34]=4)=[C:32]([Br:35])[CH:31]=[CH:30][C:29]=5[F:36])[CH:24]=3)[CH:16]=[N:15]2)[CH2:10][CH2:9]1)=O)(C)(C)C.[ClH:38].CCOCC>C(Cl)Cl>[ClH:38].[ClH:38].[ClH:38].[Br:35][C:32]1[CH:31]=[CH:30][C:29]([F:36])=[C:28]2[C:33]=1[CH:34]=[C:25]([C:23]1[C:22]([NH2:37])=[N:21][CH:20]=[C:19]([C:17]3[CH:16]=[N:15][N:14]([CH:11]4[CH2:10][CH2:9][NH:8][CH2:13][CH2:12]4)[CH:18]=3)[CH:24]=1)[N:26]=[CH:27]2 |f:4.5.6.7|. Procedure details: To a solution of 4-{4-[6-amino-5-(5-bromo-8-fluoroisoquinolin-3-yl)-pyridin-3-yl]-pyrazol-1-yl}-piperidine-1-carboxylic acid tert-butyl ester (82 mg, 0.14 mmol) in DCM (3.0 mL) was added 1.0 M of HCl in Et2O (3.0 mL, 3.0 mmol), and the mixture was stirred at ambient temperature for 1 h. Almost immediately a pale yellow solid precipitated. The solvents were evaporated, and the residue was transferred into a vial and dried in vacuo overnight, yielding the title compound as yellow solid. 1H NMR (40...